From a dataset of the Open Reaction Database (ORD), a public repository of structured organic reaction records. describe an organic reaction: reactants, conditions, products, and yield Reactants: [NH4+].[Cl-] (NH4Cl), C(C)OC(=O)C=1NC2=CC=CC=C2C1NC1=CC=NC=C1 (3-(pyridin-4-ylamino)-1H-indole-2-carboxylic acid ethyl ester), solution, [H-].[H-].[H-].[H-].[Li+].[Al+3] (LAH), C(C)(=O)OCC (ethyl acetate). Run in C1CCOC1 (THF), C1CCOC1 (THF), [Cl-].[Na+].O (brine). Reaction conditions: time 0.5 hour. Yields the product N1=CC=C(C=C1)NC1=C(NC2=CC=CC=C12)CO ([3-(Pyridin-4-ylamino)-1H-indol-2-yl]-methanol). Isolated yield 46.8%. As a reaction SMILES: C([O:3][C:4]([C:6]1[NH:7][C:8]2[C:13]([C:14]=1[NH:15][C:16]1[CH:21]=[CH:20][N:19]=[CH:18][CH:17]=1)=[CH:12][CH:11]=[CH:10][CH:9]=2)=O)C.[H-].[H-].[H-].[H-].[Li+].[Al+3].[NH4+].[Cl-].C(OCC)(=O)C>C1COCC1.[Cl-].[Na+].O>[N:19]1[CH:18]=[CH:17][C:16]([NH:15][C:14]2[C:13]3[C:8](=[CH:9][CH:10]=[CH:11][CH:12]=3)[NH:7][C:6]=2[CH2:4][OH:3])=[CH:21][CH:20]=1 |f:1.2.3.4.5.6,7.8,11.12.13|. Procedure details: At 0° C. stir a solution of 3-(pyridin-4-ylamino)-1H-indole-2-carboxylic acid ethyl ester (1.4 g, 5 mmol) in THF (15 mL) and add a 1M solution of LAH in THF (8 mL, 8 mmol). Allow the reaction to warm to room temperature and stir for an additional 0.5 h. Add aqueous NH4Cl solution, ethyl acetate and brine. Filter the solid that forms in the biphasic mixture to obtain 0.56 g (47%) of the title compound as a beige solid: MS 240(M+H); HPLC: Rt=1.04 min; TLC (silica gel, dichloromethane/MeOH, 4:1), R... Reactants: O=C(NC1N=C(c2ccccc2)c2ccccc2N(CCCC(F)(F)F)C1=O)OCc1ccccc1, ClCCl. Product: NC1N=C(c2ccccc2)c2ccccc2N(CCCC(F)(F)F)C1=O. As a reaction SMILES: [CH2:1]([O:2][C:3](=[O:4])[NH:11][CH:12]1[C:13](=[O:36])[N:14]([CH2:29][CH2:30][CH2:31][C:32]([F:33])([F:34])[F:35])[c:15]2[c:16]([cH:25][cH:26][cH:27][cH:28]2)[C:17]([c:19]2[cH:20][cH:21][cH:22][cH:23][cH:24]2)=[N:18]1)[c:5]1[cH:6][cH:7][cH:8][cH:9][cH:10]1.[CH2:37]([Cl:38])[Cl:39]>>[NH2:11][CH:12]1[C:13](=[O:36])[N:14]([CH2:29][CH2:30][CH2:31][C:32]([F:33])([F:34])[F:35])[c:15]2[c:16]([cH:25][cH:26][cH:27][cH:28]2)[C:17]([c:19]2[cH:20][cH:21][cH:22][cH:23][cH:24]2)=[N:18]1. Starting materials: ClC1=C(C(=CC=C1)Cl)C1=CC2=C(N=C(N=C2)NCCCN2CCN(CC2)C)N=C1N (6-(2,6-Dichlorophenyl)-N2 -[3-(4-methyl-piperazin-1-yl)-propyl]-pyrido[2,3-d]pyrimidine-2,7-diamine), ClC1=CC=C(C=C1)N=C=O (4-chlorophenyl isocyanate). Run in CO.CC#N (MeOH CH3CN). Product: ClC1=CC=C(C=C1)NC(=O)NC=1C(=CC2=C(N=C(N=C2)NCCCN2CCN(CC2)C)N1)C1=C(C=CC=C1Cl)Cl (1-(4-Chloro-phenyl)-3-{6-(2,6-dichlorophenyl)-2-[3-(4-methyl-piperazin-1-yl)-propylamino]-pyrido[2,3-d]pyrimidin-7-yl}-urea). Yield: 62.7%. Reaction SMILES: [Cl:1][C:2]1[CH:7]=[CH:6][CH:5]=[C:4]([Cl:8])[C:3]=1[C:9]1[C:29]([NH2:30])=[N:28][C:12]2[N:13]=[C:14]([NH:17][CH2:18][CH2:19][CH2:20][N:21]3[CH2:26][CH2:25][N:24]([CH3:27])[CH2:23][CH2:22]3)[N:15]=[CH:16][C:11]=2[CH:10]=1.[Cl:31][C:32]1[CH:37]=[CH:36][C:35]([N:38]=[C:39]=[O:40])=[CH:34][CH:33]=1>CO.CC#N>[Cl:31][C:32]1[CH:37]=[CH:36][C:35]([NH:38][C:39]([NH:30][C:29]2[C:9]([C:3]3[C:4]([Cl:8])=[CH:5][CH:6]=[CH:7][C:2]=3[Cl:1])=[CH:10][C:11]3[CH:16]=[N:15][C:14]([NH:17][CH2:18][CH2:19][CH2:20][N:21]4[CH2:26][CH2:25][N:24]([CH3:27])[CH2:23][CH2:22]4)=[N:13][C:12]=3[N:28]=2)=[O:40])=[CH:34][CH:33]=1 |f:2.3|. Reported procedure: 6-(2,6-Dichlorophenyl)-N2 -[3-(4-methyl-piperazin-1-yl)-propyl]-pyrido[2,3-d]pyrimidine-2,7-diamine (1.0 g) from Example 36 was reacted with 0.344 g of 4-chlorophenyl isocyanate according to the general procedure of Example 37 to give 0.8424 g of 1-(4-Chloro-phenyl)-3-{6-(2,6-dichlorophenyl)-2-[3-(4-methyl-piperazin-1-yl)-propylamino]-pyrido[2,3-d]pyrimidin-7-yl}-urea, ESMS (20/80 MeOH/CH3CN+0.1% AcOH+DMSO): M+ +H=601; mp 175.5°-181° C.